Dataset: the Open Reaction Database (ORD), a public repository of structured organic reaction records. Task: describe an organic reaction: reactants, conditions, products, and yield The reactants are C1CCNCC1, CCO, O=C1CNC(=O)N1, O, Cc1nn2c(NC3CC3)cc(Nc3ccc(-n4cccn4)cc3)nc2c1C=O. The product is Cc1nn2c(NC3CC3)cc(Nc3ccc(-n4cccn4)cc3)nc2c1C=C1NC(=O)NC1=O. RXN SMILES: [CH2:36]1[CH2:37][CH2:38][NH:39][CH2:40][CH2:41]1.[CH3:42][CH2:43][OH:44].[O:1]=[C:2]1[CH2:3][NH:4][C:5](=[O:6])[NH:7]1.[OH2:45].[n:8]1(-[c:13]2[cH:14][cH:15][c:16]([NH:19][c:20]3[n:21][c:22]4[n:23]([c:24]([NH:26][CH:27]5[CH2:28][CH2:29]5)[cH:25]3)[n:30][c:31]([CH3:35])[c:32]4[CH:33]=[O:34])[cH:17][cH:18]2)[n:9][cH:10][cH:11][cH:12]1>>[O:1]=[C:2]1[C:3](=[CH:33][c:32]2[c:22]3[n:21][c:20]([NH:19][c:16]4[cH:15][cH:14][c:13](-[n:8]5[n:9][cH:10][cH:11][cH:12]5)[cH:18][cH:17]4)[cH:25][c:24]([NH:26][CH:27]4[CH2:28][CH2:29]4)[n:23]3[n:30][c:31]2[CH3:35])[NH:4][C:5](=[O:6])[NH:7]1. Starting materials: BrC=1SC=C(N1)C(=O)N[C@H](CN1N=C(C=C1)C1=CC(=C(C=C1)C#N)Cl)C ((S)-2-bromo-N-(1-(3-(3-chloro-4-cyanophenyl)-1H-pyrazol-1-yl)propan-2-yl)thiazole-4-carboxamide), O1C(CCCC1)N1N=CC=C1B1OC(C)(C)C(C)(C)O1 (1-(tetrahydro-2H-pyran-2-yl)-1H-pyrazole-5-boronic acid pinacol ester), C1CCOC1 (THF), C(=O)([O-])[O-].[Na+].[Na+] (Na2CO3), O1C(CCCC1)N1N=CC=C1B1OC(C)(C)C(C)(C)O1 (1-(tetrahydro-2H-pyran-2-yl)-1H-pyrazole-5-boronic acid pinacol ester). Reagents/catalysts: C=1C=CC(=CC1)[P](C=2C=CC=CC2)(C=3C=CC=CC3)[Pd]([P](C=4C=CC=CC4)(C=5C=CC=CC5)C=6C=CC=CC6)([P](C=7C=CC=CC7)(C=8C=CC=CC8)C=9C=CC=CC9)[P](C=1C=CC=CC1)(C=1C=CC=CC1)C=1C=CC=CC1 (tetrakis(triphenylphosphine)palladium), C=1C=CC(=CC1)[P](C=2C=CC=CC2)(C=3C=CC=CC3)[Pd]([P](C=4C=CC=CC4)(C=5C=CC=CC5)C=6C=CC=CC6)([P](C=7C=CC=CC7)(C=8C=CC=CC8)C=9C=CC=CC9)[P](C=1C=CC=CC1)(C=1C=CC=CC1)C=1C=CC=CC1 (tetrakis(triphenylphosphine)palladium). Solvent: C(Cl)Cl (DCM). Reaction conditions: temperature 120 celsius. The product is ClC=1C=C(C=CC1C#N)C1=NN(C=C1)C[C@H](C)NC(=O)C=1N=C(SC1)C1=CC=NN1C1OCCCC1 (N—((S)-1-(3-(3-chloro-4-cyanophenyl)-1H-pyrazol-1-yl)propan-2-yl)-2-(1-(tetrahydro-2H-pyran-2-yl)-1H-pyrazol-5-yl)thiazole-4-carboxamide). Yield: 3.7%. RXN SMILES: Br[C:2]1[S:3][CH:4]=[C:5]([C:7]([NH:9][C@@H:10]([CH3:26])[CH2:11][N:12]2[CH:16]=[CH:15][C:14]([C:17]3[CH:22]=[CH:21][C:20]([C:23]#[N:24])=[C:19]([Cl:25])[CH:18]=3)=[N:13]2)=[O:8])[N:6]=1.[O:27]1[CH2:32][CH2:31][CH2:30][CH2:29][CH:28]1[N:33]1[C:37](B2OC(C)(C)C(C)(C)O2)=[CH:36][CH:35]=[N:34]1.C1COCC1.C([O-])([O-])=O.[Na+].[Na+]>C(Cl)Cl.C1C=CC([P]([Pd]([P](C2C=CC=CC=2)(C2C=CC=CC=2)C2C=CC=CC=2)([P](C2C=CC=CC=2)(C2C=CC=CC=2)C2C=CC=CC=2)[P](C2C=CC=CC=2)(C2C=CC=CC=2)C2C=CC=CC=2)(C2C=CC=CC=2)C2C=CC=CC=2)=CC=1>[Cl:25][C:19]1[CH:18]=[C:17]([C:14]2[CH:15]=[CH:16][N:12]([CH2:11][C@@H:10]([NH:9][C:7]([C:5]3[N:6]=[C:2]([C:37]4[N:33]([CH:28]5[CH2:29][CH2:30][CH2:31][CH2:32][O:27]5)[N:34]=[CH:35][CH:36]=4)[S:3][CH:4]=3)=[O:8])[CH3:26])[N:13]=2)[CH:22]=[CH:21][C:20]=1[C:23]#[N:24] |f:3.4.5,^1:64,66,85,104|. Procedure: (S)-2-bromo-N-(1-(3-(3-chloro-4-cyanophenyl)-1H-pyrazol-1-yl)propan-2-yl)thiazole-4-carboxamide (300 mg, 0.666 mmol), 1-(tetrahydro-2H-pyran-2-yl)-1H-pyrazole-5-boronic acid pinacol ester (222 mg, 0.799 mmol), tetrakis(triphenylphosphine)palladium (23 mg, 0.020 mmol), THF and 2M Na2CO3 solution were added in a microwave flask and heated in microwave at 120° C. for 2 h. 1-(tetrahydro-2H-pyran-2-yl)-1H-pyrazole-5-boronic acid pinacol ester (37 mg) and tetrakis(triphenylphosphine)palladium (8 mg) w... Reactants: C([O-])([O-])=O.[K+].[K+] (potassium carbonate), CC1=C(C(=O)C2=C(C1=O)N3C[C@H]4[C@@H]([C@@]3([C@@H]2COC(=O)N)OC)N4)OC (mitomycin A). Yields the product C1(=CC=CC=C1)C1C(C1)N (2-phenylcyclopropylamine). Reaction SMILES: C(=O)([O-])[O-].[K+].[K+].C[C:8]1[C:14](=O)[C:13]2N3[C@@:20](OC)([C@H:21](COC(N)=O)[C:12]=2[C:10](=O)[C:9]=1OC)[C@H:19]1[NH:29][C@H]1C3>>[C:12]1([CH:21]2[CH2:20][CH:19]2[NH2:29])[CH:10]=[CH:9][CH:8]=[CH:14][CH:13]=1 |f:0.1.2|. Procedure: This compound was prepared by the procedure described in Example 1, except that the potassium carbonate was omitted. From 125 mg. of mitomycin A and 85 mg. of 2-phenylcyclopropylamine was obtained 70 mg. (63%) of the desired product decomposing at temperatures above 250° C. and providing the following analysis: Starting materials: S-aminoquinuclidine, FC=1C=C(C[C@@H]([C@@H](CNC2(CC2)C2=CC(=CC=C2)CC)O)NC(CCC(=O)O)=O)C=C(C1)F (4-[((1S,2R)-1-(3,5-difluorobenzyl)-3-{[1-(3-ethylphenyl)cyclopropyl]amino}-2-hydroxypropyl)amino]-4-oxobutanoic acid), C(CCl)Cl (EDC), C=1C=CC2=C(C1)N=NN2O (HOBT). The solvent is CN(C)C=O (DMF). Reaction conditions: temperature 45 celsius, time 8 hour. The product is N12C[C@@H](C(CC1)CC2)NC(CCC(=O)N[C@H]([C@@H](CNC2(CC2)C2=CC(=CC=C2)CC)O)CC2=CC(=CC(=C2)F)F)=O.C(=O)O (formic acid compound with N1-[(3R)-1-azabicyclo[2.2.2]oct-3-yl]-N4-((1S,2R)-1-(3,5-difluorobenzyl)-3-{[1-(3-ethylphenyl)cyclopropyl]amino}-2-hydroxypropyl)succinamide). Yield: 69.7%. As a reaction SMILES: [F:1][C:2]1[CH:3]=[C:4]([CH:30]=[C:31]([F:33])[CH:32]=1)[CH2:5][C@H:6]([NH:22][C:23](=[O:29])[CH2:24][CH2:25][C:26]([OH:28])=[O:27])[C@H:7]([OH:21])[CH2:8][NH:9][C:10]1([C:13]2[CH:18]=[CH:17][CH:16]=[C:15]([CH2:19][CH3:20])[CH:14]=2)[CH2:12][CH2:11]1.[CH2:34](Cl)[CH2:35]Cl.[CH:38]1[CH:39]=C[C:41]2[N:46](O)N=[N:44][C:42]=2[CH:43]=1>CN(C=O)C>[N:46]12[CH2:35][CH2:34][CH:43]([CH2:38][CH2:39]1)[C@@H:42]([NH:44][C:26](=[O:28])[CH2:25][CH2:24][C:23]([NH:22][C@@H:6]([CH2:5][C:4]1[CH:30]=[C:31]([F:33])[CH:32]=[C:2]([F:1])[CH:3]=1)[C@H:7]([OH:21])[CH2:8][NH:9][C:10]1([C:13]3[CH:18]=[CH:17][CH:16]=[C:15]([CH2:19][CH3:20])[CH:14]=3)[CH2:12][CH2:11]1)=[O:29])[CH2:41]2.[CH:26]([OH:28])=[O:27] |f:4.5|. Procedure details: To a solution of S-aminoquinuclidine (0.086 g, 0.434 mmol) TEA (0.302 ml, 2.17 mmol), and anhydrous DMF (2.5 ml) was added 4-[((1S,2R)-1-(3,5-difluorobenzyl)-3-{[1-(3-ethylphenyl)cyclopropyl]amino}-2-hydroxypropyl)amino]-4-oxobutanoic acid (0.200 g, 0.434 mmol), EDC (0.125 g, 0.651 mmol), and HOBT (0.088 g, 0.651 mmol) under nitrogen, with stirring at 45° C. overnight. Reaction mixture was quenched with 10% sodium bicarbonate (aq.) then extracted with ethyl acetate then concentrated in vacuo, yi...